From a dataset of the Open Reaction Database (ORD), a public repository of structured organic reaction records. describe an organic reaction: reactants, conditions, products, and yield Procedure: 500 mg 4-(6-phenylimidazo[1,2-a]pyrimidin-7-yl)benzaldehyde (prepared as described under example 1) and 880 mg 1-chloromethyl-4-fluoro-1,4-diazoniabicyclo[2.2.2]octane bis(tetrafluoroborate are dissolved in 25 ml chloroform and heated under microwave irradiation to 120° C. After for 45 min and 4 h additional portions of 200 mg of 1-chloromethyl-4-fluoro-1,4-diazoniabicyclo[2.2.2]octane bis(tetrafluoroborate are added and heating continued at 120° C. The reaction is worked up after 5 h by dilutin... Starting materials: C1(=CC=CC=C1)C=1C(=NC=2N(C1)C=CN2)C2=CC=C(C=O)C=C2 (4-(6-phenylimidazo[1,2-a]pyrimidin-7-yl)benzaldehyde), ClC[N+]12CC[N+](CC1)(CC2)F (1-chloromethyl-4-fluoro-1,4-diazoniabicyclo[2.2.2]octane), F[B-](F)(F)F (tetrafluoroborate), ClC[N+]12CC[N+](CC1)(CC2)F (1-chloromethyl-4-fluoro-1,4-diazoniabicyclo[2.2.2]octane), F[B-](F)(F)F (tetrafluoroborate). Conditions: temperature 120 celsius, time 45 minute. Product: FC1=CN=C2N1C=C(C(=N2)C2=CC=C(C=O)C=C2)C2=CC=CC=C2 (4-(3-fluoro-6-phenylimidazo[1,2-a]pyrimidin-7-yl)benzaldehyde). The solvent is O (water), ClCCl (dichloromethane), C(Cl)(Cl)Cl (chloroform). RXN SMILES: [C:1]1([C:7]2[C:8]([C:16]3[CH:23]=[CH:22][C:19]([CH:20]=[O:21])=[CH:18][CH:17]=3)=[N:9][C:10]3[N:11]([CH:13]=[CH:14][N:15]=3)[CH:12]=2)[CH:6]=[CH:5][CH:4]=[CH:3][CH:2]=1.ClC[N+]12CC[N+]([F:34])(CC1)CC2.F[B-](F)(F)F>C(Cl)(Cl)Cl.O.ClCCl>[F:34][C:13]1[N:11]2[CH:12]=[C:7]([C:1]3[CH:6]=[CH:5][CH:4]=[CH:3][CH:2]=3)[C:8]([C:16]3[CH:17]=[CH:18][C:19]([CH:20]=[O:21])=[CH:22][CH:23]=3)=[N:9][C:10]2=[N:15][CH:14]=1. Starting materials: ClC1=NC=NC(=C1C(=O)N(C1=CC=C(C=C1)I)CCO)Cl (4,6-dichloro-N-(2-hydroxyethyl)-N-(4-iodophenyl)pyrimidine-5-carboxamide), C([O-])([O-])=O.[K+].[K+] (potassium carbonate). Solvent: CN(C)C=O (DMF). The product is ClC1=NC=NC2=C1C(N(CCO2)C2=CC=C(C=C2)I)=O (4-chloro-6-(4-iodophenyl)-7,8-dihydropyrimido[5,4-f][1,4]oxazepin-5(6H)-one). As a reaction SMILES: [Cl:1][C:2]1[C:7]([C:8]([N:10]([CH2:18][CH2:19][OH:20])[C:11]2[CH:16]=[CH:15][C:14]([I:17])=[CH:13][CH:12]=2)=[O:9])=[C:6](Cl)[N:5]=[CH:4][N:3]=1.C(=O)([O-])[O-].[K+].[K+]>CN(C=O)C>[Cl:1][C:2]1[C:7]2[C:8](=[O:9])[N:10]([C:11]3[CH:16]=[CH:15][C:14]([I:17])=[CH:13][CH:12]=3)[CH2:18][CH2:19][O:20][C:6]=2[N:5]=[CH:4][N:3]=1 |f:1.2.3|. Reported procedure: A stirred slurry of 4,6-dichloro-N-(2-hydroxyethyl)-N-(4-iodophenyl)pyrimidine-5-carboxamide (543 mg, 1.24 mmol) and potassium carbonate (350 mg, 2.53 mmol) in DMF was heated at 80° C. for 2 hours. The reaction was cooled, filtered, solids washed with small portion of DMF and the combined filtrates were concentrated in vacuo. The residue was chromatographed (40 g of silica gel, 0-70% EtOAc:heptane) to afford 4-chloro-6-(4-iodophenyl)-7,8-dihydropyrimido[5,4-f][1,4]oxazepin-5(6H)-one as a white s... The reactants are [S-]C#N.[K+] (potassium thiocyanate), FC1=C(C(=O)Cl)C=C(C=C1)C(F)(F)F (2-Fluoro-5-(trifluoromethyl)benzoyl chloride), acid chloride, C(CCC)NC=1C(=NC=CC1)Cl (N-butyl-2-chloropyridin-3-amine). Run in O1CCCC1 (tetrahydrofuran), O1CCCC1 (tetrahydrofuran). Conditions: temperature 50 celsius, time 2 day. Yields the product Cl.C(CCC)N1/C(/SC2=NC=CC=C21)=N/C(C2=C(C=CC(=C2)C(F)(F)F)F)=O (N-[(2Z)-1-butyl[1,3]thiazolo[5,4-b]pyridin-2(1H)-ylidene]-2-fluoro-5-(trifluoromethyl)benzamide Hydrochloride salt). Isolated yield 48.3%. RXN SMILES: [S-:1][C:2]#[N:3].[K+].[F:5][C:6]1[CH:14]=[CH:13][C:12]([C:15]([F:18])([F:17])[F:16])=[CH:11][C:7]=1[C:8]([Cl:10])=[O:9].[CH2:19]([NH:23][C:24]1[C:25](Cl)=[N:26][CH:27]=[CH:28][CH:29]=1)[CH2:20][CH2:21][CH3:22]>O1CCCC1>[ClH:10].[CH2:19]([N:23]1[C:24]2[C:25](=[N:26][CH:27]=[CH:28][CH:29]=2)[S:1]/[C:2]/1=[N:3]\[C:8](=[O:9])[C:7]1[CH:11]=[C:12]([C:15]([F:18])([F:17])[F:16])[CH:13]=[CH:14][C:6]=1[F:5])[CH2:20][CH2:21][CH3:22] |f:0.1,5.6|. Procedure: To a three-necked flask were charged potassium thiocyanate (5.0 g, 50.4 mmol), and tetrahydrofuran (110 mL). 2-Fluoro-5-(trifluoromethyl)benzoyl chloride (10.39 g, 41.7 mmol) was added into the flask slowly at room temperature. The reaction mixture was stirred at room temperature for 3 hours or until less than 1% of the acid chloride remains. The reaction mixture was filtered to remove potassium chloride by-product, and rinsed with tetrahydrofuran (10 mL). The combined solution of 2-fluoro-5-(tr... Starting materials: ClC1=CC2=C(N3C(=NN=C3CN(C2)C)C2CCN(CC2)C2=NC=CC=C2)C=C1 (8-Chloro-5-methyl-1-(3,4,5,6-tetrahydro-2H-[1,2′]bipyridinyl-4-yl)-5,6-dihydro-4H-2,3,5,10b-tetraaza-benzo[e]azulene), C1(=CC=CC=C1)S(=O)(=O)O (benzenesulfonic acid). Solvent: CO (methanol), O (water). Reaction conditions: temperature 60 celsius, time 16 hour. Yields the product S(=O)(=O)(O)C1=CC=CC=C1.S(=O)(=O)(O)C1=CC=CC=C1.ClC1=CC2=C(N3C(=NN=C3CN(C2)C)C2CCN(CC2)C2=NC=CC=C2)C=C1 (8-Chloro-5-methyl-1-(3,4,5,6-tetrahydro-2H-[1,2′]bipyridinyl-4-yl)-5,6-dihydro-4H-2,3,5,10b-tetraaza-benzo[e]azulene dibesylate). Isolated yield 90.7%. As a reaction SMILES: [Cl:1][C:2]1[CH:28]=[CH:27][C:5]2[N:6]3[C:10]([CH2:11][N:12]([CH3:14])[CH2:13][C:4]=2[CH:3]=1)=[N:9][N:8]=[C:7]3[CH:15]1[CH2:20][CH2:19][N:18]([C:21]2[CH:26]=[CH:25][CH:24]=[CH:23][N:22]=2)[CH2:17][CH2:16]1.[C:29]1([S:35]([OH:38])(=[O:37])=[O:36])[CH:34]=[CH:33][CH:32]=[CH:31][CH:30]=1>CO.O>[S:35]([C:29]1[CH:34]=[CH:33][CH:32]=[CH:31][CH:30]=1)([OH:38])(=[O:37])=[O:36].[S:35]([C:29]1[CH:34]=[CH:33][CH:32]=[CH:31][CH:30]=1)([OH:38])(=[O:37])=[O:36].[Cl:1][C:2]1[CH:28]=[CH:27][C:5]2[N:6]3[C:10]([CH2:11][N:12]([CH3:14])[CH2:13][C:4]=2[CH:3]=1)=[N:9][N:8]=[C:7]3[CH:15]1[CH2:16][CH2:17][N:18]([C:21]2[CH:26]=[CH:25][CH:24]=[CH:23][N:22]=2)[CH2:19][CH2:20]1 |f:4.5.6|. Reported procedure: To a suspension of 8-Chloro-5-methyl-1-(3,4,5,6-tetrahydro-2H-[1,2′]bipyridinyl-4-yl)-5,6-dihydro-4H-2,3,5,10b-tetraaza-benzo[e]azulene (25.3 g, 64 mmol) in methanol (250 ml) was added benzenesulfonic acid (20.3 g, 128 mmol). The yellow solution was heated to 60° C. for 1 hour and then allowed to cool to ambient temperature and stirred for 16 hours. The mixture was cooled in iced water for 1 hour before filtering under vacuum to afford a white granular solid which, after being dried at 50° C. un... Reactants: COCCOc1cnc2[nH]cc(NC(=O)C3CC3)c2c1N1CCCC(NC(=O)OC(C)(C)C)C1, CC(C)O, Cl. The product is COCCOc1cnc2[nH]cc(NC(=O)C3CC3)c2c1N1CCCC(N)C1, Cl. Reaction SMILES: [CH:1]1([C:4](=[O:5])[NH:6][c:7]2[cH:8][nH:9][c:10]3[n:11][cH:12][c:13]([O:30][CH2:31][CH2:32][O:33][CH3:34])[c:14]([N:16]4[CH2:17][CH:18]([NH:22][C:23](=[O:24])[O:25][C:26]([CH3:27])([CH3:28])[CH3:29])[CH2:19][CH2:20][CH2:21]4)[c:15]23)[CH2:2][CH2:3]1.[CH:36]([OH:37])([CH3:38])[CH3:39].[ClH:35]>>[CH:1]1([C:4](=[O:5])[NH:6][c:7]2[cH:8][nH:9][c:10]3[n:11][cH:12][c:13]([O:30][CH2:31][CH2:32][O:33][CH3:34])[c:14]([N:16]4[CH2:17][CH:18]([NH2:22])[CH2:19][CH2:20][CH2:21]4)[c:15]23)[CH2:2][CH2:3]1.[ClH:35]. The reactants are Cn1cc(CCCBr)cn1, O=C([O-])[O-], CC#N, Cl, Cl, Fc1ccc(-c2nccnc2N2CCNCC2)cc1, [I-], [K+], [K+], [K+]. Yields the product Cn1cc(CCCN2CCN(c3nccnc3-c3ccc(F)cc3)CC2)cn1. As a reaction SMILES: [Br:30][CH2:31][CH2:32][CH2:33][c:34]1[cH:35][n:36][n:37]([CH3:39])[cH:38]1.[C:22](=[O:23])([O-:24])[O-:25].[CH3:40][C:41]#[N:42].[ClH:1].[ClH:2].[F:3][c:4]1[cH:5][cH:6][c:7](-[c:10]2[c:11]([N:16]3[CH2:17][CH2:18][NH:19][CH2:20][CH2:21]3)[n:12][cH:13][cH:14][n:15]2)[cH:8][cH:9]1.[I-:29].[K+:26].[K+:27].[K+:28]>>[F:3][c:4]1[cH:5][cH:6][c:7](-[c:10]2[c:11]([N:16]3[CH2:17][CH2:18][N:19]([CH2:31][CH2:32][CH2:33][c:34]4[cH:35][n:36][n:37]([CH3:39])[cH:38]4)[CH2:20][CH2:21]3)[n:12][cH:13][cH:14][n:15]2)[cH:8][cH:9]1.